This data is from the Open Reaction Database (ORD), a public repository of structured organic reaction records. The task is: describe an organic reaction: reactants, conditions, products, and yield Reactants: polymer ( 2 ), Cl.C(C)OC([C@H](CSSC[C@@H](C(=O)OCC)N)N)=O (cystine diethyl ester hydrochloride), CN(C)CCCN=C=NCC (N-dimethylaminopropyl-N'-ethylcarbodiimide). Run in O (water), O (water), O (water). Run at time 3 hour. Product: C(C)OC([C@H](CSSC[C@@H](C(=O)OCC)N)N)=O (CYSTINE DIETHYL ESTER). Reaction SMILES: Cl.[CH2:2]([O:4][C:5](=[O:19])[C@@H:6]([NH2:18])[CH2:7][S:8][S:9][CH2:10][C@H:11]([NH2:17])[C:12]([O:14][CH2:15][CH3:16])=[O:13])[CH3:3].CN(CCCN=C=NCC)C>O>[CH2:2]([O:4][C:5](=[O:19])[C@@H:6]([NH2:18])[CH2:7][S:8][S:9][CH2:10][C@H:11]([NH2:17])[C:12]([O:14][CH2:15][CH3:16])=[O:13])[CH3:3] |f:0.1|. Procedure details: 5 g of polymer (2) and 5.73 g of cystine diethyl ester hydrochloride are dissolved in 100 ml of water. 6 g of N-dimethylaminopropyl-N'-ethylcarbodiimide (EDC) are then dissolved in 5 ml of water and immediately added to the reaction mixture. The reaction is stopped after 3 hours and 200 ml of water are added. The precipitate is recovered by filtration, washed several times with water and then oven-dried under vacuum. Reactants: O=C(Cl)OCc1ccccc1, ClCCl, CCOC(=O)CC1CCN(C(C)c2ccccc2)C1. Yields the product CCOC(=O)CC1CCN(C(=O)OCc2ccccc2)C1. Reaction SMILES: [Cl:20][C:21](=[O:22])[O:23][CH2:24][c:25]1[cH:26][cH:27][cH:28][cH:29][cH:30]1.[Cl:31][CH2:32][Cl:33].[c:1]1([CH:2]([CH3:3])[N:9]2[CH2:10][CH:11]([CH2:14][C:15](=[O:16])[O:17][CH2:18][CH3:19])[CH2:12][CH2:13]2)[cH:4][cH:5][cH:6][cH:7][cH:8]1>>[N:9]1([C:21](=[O:22])[O:23][CH2:24][c:25]2[cH:26][cH:27][cH:28][cH:29][cH:30]2)[CH2:10][CH:11]([CH2:14][C:15](=[O:16])[O:17][CH2:18][CH3:19])[CH2:12][CH2:13]1.